This data is from the Open Reaction Database (ORD), a public repository of structured organic reaction records. The task is: describe an organic reaction: reactants, conditions, products, and yield As a reaction SMILES: FC1C(N2CCNCC2)=CC2NC=C3C(=O)N(C4C=CC=CC=4)N=C3C=2C=1.F[C:29]1[C:30]([F:49])=[CH:31][C:32]2[C:33]3[C:34]([C:39](=[O:48])[N:40]([C:42]4[CH:47]=[CH:46][CH:45]=[CH:44][CH:43]=4)[N:41]=3)=[CH:35][NH:36][C:37]=2[CH:38]=1.[CH3:50][CH:51]1[O:56][CH:55]([CH3:57])[CH2:54][NH:53][CH2:52]1>>[CH3:57][CH:55]1[O:56][CH:51]([CH3:50])[CH2:52][N:53]([C:29]2[C:30]([F:49])=[CH:31][C:32]3[C:33]4[C:34]([C:39](=[O:48])[N:40]([C:42]5[CH:47]=[CH:46][CH:45]=[CH:44][CH:43]=5)[N:41]=4)=[CH:35][NH:36][C:37]=3[CH:38]=2)[CH2:54]1. Reactants: FC1=CC=2C=3C(=CNC2C=C1N1CCNCC1)C(N(N3)C3=CC=CC=C3)=O (8-Fluoro-2-phenyl-7-piperazin-1-yl-2,5-dihydro-pyrazolo[4,3-c]quinolin-3-one), FC=1C(=CC=2C=3C(=CNC2C1)C(N(N3)C3=CC=CC=C3)=O)F (7,8-Difluoro-2-phenyl-2,5-dihydro-pyrazolo-[4,3-c]quinolin-3-one), CC1CNCC(O1)C (2,6-dimethylmorpholine). Procedure details: The title compound was prepared following the procedure described in the synthesis of 28a using 27a and 2,6-dimethylmorpholine. 1H-NMR (DMSO-d6) δ (ppm): 1.15 (6H, d, J=6.73 Hz), 2.40 (2H, brm), 3.41 (2H, d, J=10.99 Hz), 3.76 (2H, brm), 7.13 (1H, m), 7.26 (1H, d, J=7.69 Hz), 7.41 (2H, t, J=7.42 Hz), 7.83 (2H, d, J=12.91 Hz), 8.19 (2H, m), 8.66 (1H, s). m/z 393.4 (MH+). Product: CC1CN(CC(O1)C)C=1C(=CC=2C=3C(=CNC2C1)C(N(N3)C3=CC=CC=C3)=O)F (7-(2,6-Dimethylmorpholin-4-yl)-8-fluoro-2-phenyl-2,5-dihydro-pyrazolo [4,3-c]quinolin-3-one). Starting materials: ClC=1C=CC=2N(C(C3=C(N(C2N1)CC)N=CC(=C3)CCl)=O)C (2-chloro-8-chloromethyl-5,11-dihydro-11-ethyl-5-methyl-6H-dipyrido[3,2-b:2',3'-e][1,4]diazepin-6-one), C=1(O)C(O)=CC=CC1 (catechol). The product is ClC=1C=CC=2N(C(C3=C(N(C2N1)CC)N=CC(=C3)COC3=C(C=CC=C3)O)=O)C (2-chloro-5,11-dihydro-11-ethyl-8-(2-hydroxyphenyloxy)methyl-5-methyl-6H-dipyrido[3,2-b:2',3'-e][1,4]diazepin-6-one). The yield is 58.0%. RXN SMILES: [Cl:1][C:2]1[CH:3]=[CH:4][C:5]2[N:6]([CH3:22])[C:7](=[O:21])[C:8]3[CH:18]=[C:17]([CH2:19]Cl)[CH:16]=[N:15][C:9]=3[N:10]([CH2:13][CH3:14])[C:11]=2[N:12]=1.[C:23]1([C:25](=[CH:27][CH:28]=[CH:29][CH:30]=1)[OH:26])[OH:24]>>[Cl:1][C:2]1[CH:3]=[CH:4][C:5]2[N:6]([CH3:22])[C:7](=[O:21])[C:8]3[CH:18]=[C:17]([CH2:19][O:24][C:23]4[CH:30]=[CH:29][CH:28]=[CH:27][C:25]=4[OH:26])[CH:16]=[N:15][C:9]=3[N:10]([CH2:13][CH3:14])[C:11]=2[N:12]=1. Procedure details: Using a procedure analogous to that described in Example 104, the title compound, m.p. 172°-173° C., was prepared from 2-chloro-8-chloromethyl-5,11-dihydro-11-ethyl-5-methyl-6H-dipyrido[3,2-b:2',3'-e][1,4]diazepin-6-one and catechol. The yield was 58% of theory. The reactants are Clc1cc2cc(Br)ccc2cn1, C=C(OCC)[Sn](CCCC)(CCCC)CCCC, Cc1ccccc1, Cl[Pd]Cl, c1ccc(P(c2ccccc2)c2ccccc2)cc1, c1ccc(P(c2ccccc2)c2ccccc2)cc1. The product is C=C(OCC)c1ccc2cnc(Cl)cc2c1. RXN SMILES: [Br:1][c:2]1[cH:3][c:4]2[cH:5][c:6]([Cl:12])[n:7][cH:8][c:9]2[cH:10][cH:11]1.[CH2:13]([Sn:14]([CH2:15][CH2:16][CH2:17][CH3:23])([C:18](=[CH2:19])[O:20][CH2:21][CH3:22])[CH2:24][CH2:25][CH2:26][CH3:27])[CH2:28][CH2:29][CH3:30].[CH3:31][c:32]1[cH:33][cH:34][cH:35][cH:36][cH:37]1.[Pd:38]([Cl:39])[Cl:40].[c:41]1([P:42]([c:43]2[cH:44][cH:45][cH:46][cH:47][cH:48]2)[c:49]2[cH:50][cH:51][cH:52][cH:53][cH:54]2)[cH:55][cH:56][cH:57][cH:58][cH:59]1.[c:60]1([P:61]([c:62]2[cH:63][cH:64][cH:65][cH:66][cH:67]2)[c:68]2[cH:69][cH:70][cH:71][cH:72][cH:73]2)[cH:74][cH:75][cH:76][cH:77][cH:78]1>>[c:2]1([C:18](=[CH2:19])[O:20][CH2:21][CH3:22])[cH:3][c:4]2[cH:5][c:6]([Cl:12])[n:7][cH:8][c:9]2[cH:10][cH:11]1. Starting materials: CCO, Cl, CC(c1ccc(-c2ccc(F)cc2F)cc1)N1CCC(CC(O)CN)(c2ccc(F)cc2)OC1=O, NC(N)=O, [Na+], O=C([O-])O, O. Yields the product CC(c1ccc(-c2ccc(F)cc2F)cc1)N1CCC(CC(O)CNC(N)=O)(c2ccc(F)cc2)OC1=O. RXN SMILES: [CH3:47][CH2:48][OH:49].[ClH:36].[NH2:1][CH2:2][CH:3]([CH2:4][C:5]1([c:28]2[cH:29][cH:30][c:31]([F:34])[cH:32][cH:33]2)[CH2:6][CH2:7][N:8]([CH:12]([CH3:13])[c:14]2[cH:15][cH:16][c:17](-[c:20]3[c:21]([F:27])[cH:22][c:23]([F:26])[cH:24][cH:25]3)[cH:18][cH:19]2)[C:9](=[O:11])[O:10]1)[OH:35].[NH2:37][C:38]([NH2:39])=[O:40].[Na+:45].[O-:41][C:42]([OH:43])=[O:44].[OH2:46]>>[NH:1]([CH2:2][CH:3]([CH2:4][C:5]1([c:28]2[cH:29][cH:30][c:31]([F:34])[cH:32][cH:33]2)[CH2:6][CH2:7][N:8]([CH:12]([CH3:13])[c:14]2[cH:15][cH:16][c:17](-[c:20]3[c:21]([F:27])[cH:22][c:23]([F:26])[cH:24][cH:25]3)[cH:18][cH:19]2)[C:9](=[O:11])[O:10]1)[OH:35])[C:38]([NH2:37])=[O:40]. Starting materials: C(C)OC(=O)C=1N(C(=C2C=C(C=CC12)Cl)C1=CC=CC=C1)CC(=O)O (1-ethoxycarbonyl-5-chloro-3-phenylisoindole-2-acetic acid), B (borane). Solvent: O1CCCC1 (tetrahydrofuran), O1CCCC1 (tetrahydrofuran). Conditions: time 60 hour. Product: C(C)OC(=O)C=1N(C(=C2C=C(C=CC12)Cl)C1=CC=CC=C1)CCO (5-chloro-2-(2-hydroxyethyl)-3-phenylisoindole-1-carboxylic acid ethyl ester). Reaction SMILES: [CH2:1]([O:3][C:4]([C:6]1[N:7]([CH2:22][C:23](O)=[O:24])[C:8]([C:16]2[CH:21]=[CH:20][CH:19]=[CH:18][CH:17]=2)=[C:9]2[C:14]=1[CH:13]=[CH:12][C:11]([Cl:15])=[CH:10]2)=[O:5])[CH3:2].B>O1CCCC1>[CH2:1]([O:3][C:4]([C:6]1[N:7]([CH2:22][CH2:23][OH:24])[C:8]([C:16]2[CH:21]=[CH:20][CH:19]=[CH:18][CH:17]=2)=[C:9]2[C:14]=1[CH:13]=[CH:12][C:11]([Cl:15])=[CH:10]2)=[O:5])[CH3:2]. Procedure details: A solution of 10.8 g. of 1-ethoxycarbonyl-5-chloro-3-phenylisoindole-2-acetic acid in 100 ml. of tetrahydrofuran is added dropwise under argon at 15°-20° C. to 72 ml. of a 1-M solution of borane in tetrahydrofuran. After stirring at room temperature for 60 hours, the clear solution is treated at 15°-20° C. with 30 ml. of ethanol and evaporated to dryness under reduced pressure. The solid residue is dissolved in methylene chloride and the obtained solution washed with a 5% sodium bicarbonate solu... The reactants are ClC1=C(C(OC2=CC=CC=C12)C1=CC=CC=C1)C=O (4-chloro-3-formyl-flav-3-ene), O.[SH-].[Na+] (sodium hydrosulfide hydrate). Solvent: C(C)O (ethanol). Reaction conditions: time 8 hour. The product is C(=O)C=1C(OC2=CC=CC=C2C1)C1=CC=CC=C1 (3-formyl-flav-3-ene). As a reaction SMILES: Cl[C:2]1[C:11]2[C:6](=[CH:7][CH:8]=[CH:9][CH:10]=2)[O:5][CH:4]([C:12]2[CH:17]=[CH:16][CH:15]=[CH:14][CH:13]=2)[C:3]=1[CH:18]=[O:19].O.[SH-].[Na+]>C(O)C>[CH:18]([C:3]1[CH:4]([C:12]2[CH:17]=[CH:16][CH:15]=[CH:14][CH:13]=2)[O:5][C:6]2[C:11]([CH:2]=1)=[CH:10][CH:9]=[CH:8][CH:7]=2)=[O:19] |f:1.2.3|. Reported procedure: A mixture of 26 g 4-chloro-3-formyl-flav-3-ene and 7.1 g sodium hydrosulfide hydrate in 400 ml ethanol is refluxed for 3 hours and allowed to stand overnight at room temperature. The reaction mixture is evaporated to dryness and the residue dissolved in methylene chloride. The precipitate is filtered and the organic solution is evaporated. The residue is recrystallized in a mixture of hexane and toluene. Pure 4-(2"H-3"-formyl-2"-phenyl-1"-benzopyran-4"-yl-thio)-3-formyl-flav-3-ene is obtained as... Reactants: NC1=C2N=C(N(C2=NC(=N1)S)CC1=CC=CC=C1)O (6-amino-9-benzyl-8-hydroxy-2-mercaptopurine), C([O-])([O-])=O.[K+].[K+] (potassium carbonate), CN(CCCl)C (2-dimethylaminoethylchloride). Solvent: CN(C=O)C (dimethylformamide). Reaction conditions: time 11 hour. Product: NC1=C2N=C(N(C2=NC(=N1)SCCN(C)C)CC1=CC=CC=C1)O (6-Amino-9-benzyl-8-hydroxy-2-[2-(dimethylamino)ethyl)thiopurine). The yield is 3.6%. RXN SMILES: [NH2:1][C:2]1[N:10]=[C:9]([SH:11])[N:8]=[C:7]2[C:3]=1[N:4]=[C:5]([OH:19])[N:6]2[CH2:12][C:13]1[CH:18]=[CH:17][CH:16]=[CH:15][CH:14]=1.C(=O)([O-])[O-].[K+].[K+].[CH3:26][N:27]([CH3:31])[CH2:28][CH2:29]Cl>CN(C)C=O>[NH2:1][C:2]1[N:10]=[C:9]([S:11][CH2:29][CH2:28][N:27]([CH3:31])[CH3:26])[N:8]=[C:7]2[C:3]=1[N:4]=[C:5]([OH:19])[N:6]2[CH2:12][C:13]1[CH:18]=[CH:17][CH:16]=[CH:15][CH:14]=1 |f:1.2.3|. Procedure: Crude 6-amino-9-benzyl-8-hydroxy-2-mercaptopurine (200 mg, 0.73 mmol) was suspended in dimethylformamide (80 ml). To the suspension were added potassium carbonate (300 mg, 2.2 mmol) and 2-dimethylaminoethylchloride (160 mg, 1.1 mmol) in order. The mixture was stirred at room temperature for 11 hours. The solvent was removed in vacuo, and the residue was purified by silica gel chromatography (10% methanol/chloroform) to give the subject compound (9 mg, yield 4%). Starting materials: CO, CO, O=[N+]([O-])C1NC=CN1c1ccncc1, N. Product: NC1NC=CN1c1ccncc1. Reaction SMILES: [CH3:15][OH:16].[CH3:18][OH:19].[N+:1]([O-:2])(=[O:3])[CH:4]1[NH:5][CH:6]=[CH:7][N:8]1[c:9]1[cH:10][cH:11][n:12][cH:13][cH:14]1.[NH3:17]>>[NH2:1][CH:4]1[NH:5][CH:6]=[CH:7][N:8]1[c:9]1[cH:10][cH:11][n:12][cH:13][cH:14]1. Reactants: Cl (hydrochloric acid), COC(CC1(CC(=NO1)C1=C(C=CC(=C1)O)CCC(=O)N1CCC(CC1)C(=O)OCC)CC(OC)=O)=O (ethyl 1-(3-(2-(5,5-bis(2-methoxy-2-oxoethyl)-4,5-dihydro-1,2-oxazol-3-yl)-4-hydroxyphenyl)propanoyl)piperidine-4-carboxylate), C1CCOC1 (THF), [OH-].[Na+] (sodium hydroxide). Run in CO (methanol). Yields the product C(=O)(O)CC1(CC(=NO1)C1=C(C=CC(=C1)O)CCC(=O)N1CCC(CC1)C(=O)O)CC(=O)O (1-(3-(2-(5,5-Bis(carboxymethyl)-4,5-dihydro-1,2-oxazol-3-yl)-4-hydroxyphenyl)propanoyl)piperidine-4-carboxylic acid). Yield: 98.0%. As a reaction SMILES: C[O:2][C:3](=[O:37])[CH2:4][C:5]1([CH2:32][C:33](=[O:36])[O:34]C)[O:9][N:8]=[C:7]([C:10]2[CH:15]=[C:14]([OH:16])[CH:13]=[CH:12][C:11]=2[CH2:17][CH2:18][C:19]([N:21]2[CH2:26][CH2:25][CH:24]([C:27]([O:29]CC)=[O:28])[CH2:23][CH2:22]2)=[O:20])[CH2:6]1.C1COCC1.[OH-].[Na+].Cl>CO>[C:33]([CH2:32][C:5]1([CH2:4][C:3]([OH:37])=[O:2])[O:9][N:8]=[C:7]([C:10]2[CH:15]=[C:14]([OH:16])[CH:13]=[CH:12][C:11]=2[CH2:17][CH2:18][C:19]([N:21]2[CH2:22][CH2:23][CH:24]([C:27]([OH:29])=[O:28])[CH2:25][CH2:26]2)=[O:20])[CH2:6]1)([OH:36])=[O:34] |f:2.3|. Procedure details: A mixture of ethyl 1-(3-(2-(5,5-bis(2-methoxy-2-oxoethyl)-4,5-dihydro-1,2-oxazol-3-yl)-4-hydroxyphenyl)propanoyl)piperidine-4-carboxylate (760 mg), THF (8 mL), methanol (8 mL), and a 1 M aqueous sodium hydroxide solution (8 mL) was stirred at room temperature for 2 hours. The reaction mixture was rendered acidic using 6 M hydrochloric acid at 0 C, followed by extraction with ethyl acetate. The extract was washed with brine and dried over anhydrous magnesium sulfate, and then, the solvent was dis...